Dataset: the Open Reaction Database (ORD), a public repository of structured organic reaction records. Task: describe an organic reaction: reactants, conditions, products, and yield Reactants: anhydride, aldehyde, C(OCCC(C1=CC(=C(C(=C1)OC)OC)OC)=O)([O-])=O (3,4,5-trimethoxy-benzoyl-ethyl carbonate). The reagents and catalysts are [Pd] (palladium), [Pd] (Pd). Yields the product COC=1C=C(C=O)C=C(C1OC)OC (3,4,5-trimethoxy-benzaldehyde). RXN SMILES: C(=O)([O-])OCC[C:5](=[O:18])[C:6]1[CH:11]=[C:10]([O:12][CH3:13])[C:9]([O:14][CH3:15])=[C:8]([O:16][CH3:17])[CH:7]=1>[Pd]>[CH3:17][O:16][C:8]1[CH:7]=[C:6]([CH:11]=[C:10]([O:12][CH3:13])[C:9]=1[O:14][CH3:15])[CH:5]=[O:18]. Procedure details: It was found that the catalyst for the hydrogenation of the mixed anhydride to aldehyde is palladium 10% deposited on barium sulfate for instance (10% Pd/BaSO4ENGELHARD) preferably at the ratio of 50% in respect to the amount of 3,4,5-trimethoxy-benzoyl-ethyl carbonate used. In order to have high yields of 3,4,5-trimethoxy-benzaldehyde, it is necessary to partially poison the catalyst with a very dilute solution of sulfur and quinoline. The reactants are ClCCCCC1(C(NC2=CC=CC=C12)=O)CC (3-(4-chlorobutyl)-3-ethyl-1,3-dihydro-2H-indol-2-one), ClC1=CC(=C(C=C1)N1CCNCC1)C (1-(4-chloro-2-methyl-phenyl)-piperazine). The product is Cl.ClC1=CC(=C(C=C1)N1CCN(CC1)CCCCC1(C(NC2=CC=CC=C12)=O)CC)C (3-{4-[4-(4-Chloro-2-methylphenyl)-piperazin-1-yl]-butyl}-3-ethyl-1,3-dihydro-2H-indol-2-one monohydrochloride). RXN SMILES: [Cl:1][CH2:2][CH2:3][CH2:4][CH2:5][C:6]1([CH2:16][CH3:17])[C:14]2[C:9](=[CH:10][CH:11]=[CH:12][CH:13]=2)[NH:8][C:7]1=[O:15].[Cl:18][C:19]1[CH:24]=[CH:23][C:22]([N:25]2[CH2:30][CH2:29][NH:28][CH2:27][CH2:26]2)=[C:21]([CH3:31])[CH:20]=1>>[ClH:1].[Cl:18][C:19]1[CH:24]=[CH:23][C:22]([N:25]2[CH2:30][CH2:29][N:28]([CH2:2][CH2:3][CH2:4][CH2:5][C:6]3([CH2:16][CH3:17])[C:14]4[C:9](=[CH:10][CH:11]=[CH:12][CH:13]=4)[NH:8][C:7]3=[O:15])[CH2:27][CH2:26]2)=[C:21]([CH3:31])[CH:20]=1 |f:2.3|. Procedure details: The title compound is prepared according to process H by applying processing method 2 starting from 3-(4-chlorobutyl)-3-ethyl-1,3-dihydro-2H-indol-2-one and 1-(4-chloro-2-methyl-phenyl)-piperazine. Reactants: CC(C)(C)c1ccccc1O, CO, [O-]Cl, Cl, [I-], [Na+], [Na+], [Na+], [Na+], [Na+], [OH-], [OH-], O=S([O-])([O-])=S. Yields the product CC(C)(C)c1cc(I)ccc1O. RXN SMILES: [C:1]([CH3:2])([CH3:3])([CH3:4])[c:5]1[c:6]([OH:11])[cH:7][cH:8][cH:9][cH:10]1.[CH3:28][OH:29].[Cl:17][O-:18].[ClH:27].[I-:16].[Na+:13].[Na+:15].[Na+:19].[Na+:25].[Na+:26].[OH-:12].[OH-:14].[S:20]([O-:21])([O-:22])(=[O:23])=[S:24]>>[C:1]([CH3:2])([CH3:3])([CH3:4])[c:5]1[c:6]([OH:11])[cH:7][cH:8][c:9]([I:16])[cH:10]1. Reactants: CC(C)(C)OC(=O)N1CCC(NC(=O)c2cccc(OS(C)(=O)=O)c2)CC1, ClCCl, O=C(O)C(F)(F)F. Yields the product CS(=O)(=O)Oc1cccc(C(=O)NC2CCNCC2)c1. As a reaction SMILES: [C:1]([O:2][C:3](=[O:4])[N:8]1[CH2:9][CH2:10][CH:11]([NH:14][C:15]([c:16]2[cH:17][c:18]([O:22][S:23](=[O:24])(=[O:25])[CH3:26])[cH:19][cH:20][cH:21]2)=[O:27])[CH2:12][CH2:13]1)([CH3:5])([CH3:6])[CH3:7].[Cl:35][CH2:36][Cl:37].[OH:28][C:29]([C:30]([F:31])([F:32])[F:33])=[O:34]>>[NH:8]1[CH2:9][CH2:10][CH:11]([NH:14][C:15]([c:16]2[cH:17][c:18]([O:22][S:23](=[O:24])(=[O:25])[CH3:26])[cH:19][cH:20][cH:21]2)=[O:27])[CH2:12][CH2:13]1. The reactants are CO, Cc1ccc(S(=O)(=O)Cl)cc1Cl, Nc1cc(Cl)cnc1C(=O)c1ccnc2[nH]ccc12, [Na+], [OH-], O, c1ccncc1. The product is Cc1ccc(S(=O)(=O)Nc2cc(Cl)cnc2C(=O)c2ccnc3[nH]ccc23)cc1Cl. As a reaction SMILES: [CH3:32][OH:33].[Cl:20][c:21]1[cH:22][c:23]([S:28](=[O:29])(=[O:30])[Cl:31])[cH:24][cH:25][c:26]1[CH3:27].[NH2:1][c:2]1[c:3]([C:9](=[O:10])[c:11]2[c:12]3[c:13]([n:14][cH:15][cH:16]2)[nH:17][cH:18][cH:19]3)[n:4][cH:5][c:6]([Cl:8])[cH:7]1.[Na+:35].[OH-:34].[OH2:42].[cH:36]1[cH:37][cH:38][n:39][cH:40][cH:41]1>>[NH:1]([c:2]1[c:3]([C:9](=[O:10])[c:11]2[c:12]3[c:13]([n:14][cH:15][cH:16]2)[nH:17][cH:18][cH:19]3)[n:4][cH:5][c:6]([Cl:8])[cH:7]1)[S:28]([c:23]1[cH:22][c:21]([Cl:20])[c:26]([CH3:27])[cH:25][cH:24]1)(=[O:29])=[O:30].